From a dataset of the Open Reaction Database (ORD), a public repository of structured organic reaction records. describe an organic reaction: reactants, conditions, products, and yield RXN SMILES: [C:1]([CH3:2])(=[O:3])[NH:4][CH:5]1[CH:6]([N:16]2[C:17](=[O:32])[CH:18]([NH:21][C:22](=[O:23])[O:24][CH2:25][c:26]3[cH:27][cH:28][cH:29][cH:30][cH:31]3)[CH2:19][CH2:20]2)[CH2:7][CH2:8][CH:9]([NH:11][C:12]([CH3:13])([CH3:14])[CH3:15])[CH2:10]1.[CH3:33][OH:34].[OH-:35].[OH-:36].[Pd+2:37]>>[C:1]([CH3:2])(=[O:3])[NH:4][CH:5]1[CH:6]([N:16]2[C:17](=[O:32])[CH:18]([NH2:21])[CH2:19][CH2:20]2)[CH2:7][CH2:8][CH:9]([NH:11][C:12]([CH3:13])([CH3:14])[CH3:15])[CH2:10]1. Starting materials: CC(=O)NC1CC(NC(C)(C)C)CCC1N1CCC(NC(=O)OCc2ccccc2)C1=O, CO, [OH-], [OH-], [Pd+2]. Yields the product CC(=O)NC1CC(NC(C)(C)C)CCC1N1CCC(N)C1=O. Reactants: COc1ccc(CN(Cc2ccc(OC)cc2)c2ncc(-c3nc(N4CCOCC4)nc4c3CCN4)cn2)cc1, COc1ccc(CN(Cc2ccc(OC)cc2)c2ncc(-c3nc(N4CCOCC4)nc4c3CCN4C(=O)Nc3c(F)cc(C(=O)N4CCOCC4)cc3F)cn2)cc1, Nc1c(F)cc(C(=O)N2CCOCC2)cc1F. The product is Nc1ncc(-c2nc(N3CCOCC3)nc3c2CCN3C(=O)Nc2c(F)cc(C(=O)N3CCOCC3)cc2F)cn1. RXN SMILES: [CH3:1][O:2][c:3]1[cH:4][cH:5][c:6]([CH2:7][N:8]([CH2:9][c:10]2[cH:11][cH:12][c:13]([O:14][CH3:15])[cH:16][cH:17]2)[c:18]2[n:19][cH:20][c:21](-[c:22]3[c:23]4[c:27]([n:28][c:29]([N:30]5[CH2:31][CH2:32][O:33][CH2:34][CH2:35]5)[n:36]3)[NH:26][CH2:25][CH2:24]4)[cH:37][n:38]2)[cH:39][cH:40]1.[F:58][c:59]1[c:60]([NH:74][C:75](=[O:76])[N:77]2[CH2:78][CH2:79][c:80]3[c:81]2[n:82][c:83]([N:111]2[CH2:112][CH2:113][O:114][CH2:115][CH2:116]2)[n:84][c:85]3-[c:86]2[cH:87][n:88][c:89]([N:92]([CH2:93][c:94]3[cH:95][cH:96][c:97]([O:98][CH3:99])[cH:100][cH:101]3)[CH2:102][c:103]3[cH:104][cH:105][c:106]([O:107][CH3:108])[cH:109][cH:110]3)[n:90][cH:91]2)[c:61]([F:73])[cH:62][c:63]([C:65](=[O:66])[N:67]2[CH2:68][CH2:69][O:70][CH2:71][CH2:72]2)[cH:64]1.[NH2:41][c:42]1[c:43]([F:44])[cH:45][c:46]([C:47]([N:48]2[CH2:49][CH2:50][O:51][CH2:52][CH2:53]2)=[O:54])[cH:55][c:56]1[F:57]>>[F:58][c:59]1[c:60]([NH:74][C:75](=[O:76])[N:77]2[CH2:78][CH2:79][c:80]3[c:81]2[n:82][c:83]([N:111]2[CH2:112][CH2:113][O:114][CH2:115][CH2:116]2)[n:84][c:85]3-[c:86]2[cH:87][n:88][c:89]([NH2:92])[n:90][cH:91]2)[c:61]([F:73])[cH:62][c:63]([C:65](=[O:66])[N:67]2[CH2:68][CH2:69][O:70][CH2:71][CH2:72]2)[cH:64]1. Reactants: C1CCOC1, CO, Cl, COC(=O)c1cnc(N2CCC(Oc3ccccc3C(F)(F)F)CC2)s1, [Na+], [OH-]. Product: O=C(O)c1cnc(N2CCC(Oc3ccccc3C(F)(F)F)CC2)s1. As a reaction SMILES: [CH2:30]1[O:31][CH2:32][CH2:33][CH2:34]1.[CH3:35][OH:36].[ClH:29].[F:1][C:2]([c:3]1[c:4]([O:5][CH:6]2[CH2:7][CH2:8][N:9]([c:12]3[s:13][c:14]([C:17](=[O:18])[O:19][CH3:20])[cH:15][n:16]3)[CH2:10][CH2:11]2)[cH:21][cH:22][cH:23][cH:24]1)([F:25])[F:26].[Na+:28].[OH-:27]>>[F:1][C:2]([c:3]1[c:4]([O:5][CH:6]2[CH2:7][CH2:8][N:9]([c:12]3[s:13][c:14]([C:17](=[O:18])[OH:19])[cH:15][n:16]3)[CH2:10][CH2:11]2)[cH:21][cH:22][cH:23][cH:24]1)([F:25])[F:26]. Reactants: ClC1=C(C=CC=C1Cl)OC (2,3-dichloroanisole), ClS(=O)(=O)O (chlorosulfonic acid). Yields the product ClC1=C(C=CC(=C1Cl)OC)S(=O)(=O)Cl (2,3-dichloro-4-methoxybenzenesulfonyl chloride). As a reaction SMILES: [Cl:1][C:2]1[C:7]([Cl:8])=[CH:6][CH:5]=[CH:4][C:3]=1[O:9][CH3:10].[Cl:11][S:12](O)(=[O:14])=[O:13]>>[Cl:8][C:7]1[C:2]([Cl:1])=[C:3]([O:9][CH3:10])[CH:4]=[CH:5][C:6]=1[S:12]([Cl:11])(=[O:14])=[O:13]. Procedure: To 5.31 g of 2,3-dichloroanisole is slowly added 10 ml of chlorosulfonic acid over a period of 30 minutes. The reaction is mildly exothermic and at the end of the addition, a clear solution is formed. The yellowish solution is stirred at room temperature for 1 additional hour and quenched with 200 g of crushed ice. The solid is filtered, air-dried and recrystallized from ether-pentane to give 6.9 g of 2,3-dichloro-4-methoxybenzenesulfonyl chloride as off-white prisms, mp 93°-95°. Reactants: N([C@@H](C(C)C)C(=O)N1[C@H](C(=O)N[C@@H](C(C)C)C(=O)N2[C@H](C(=O)O)CCC2)CCC1)C(=O)OCC1=CC=CC=C1 (Z-Val-Pro-Val-Pro-OH), Cl (HCl), CN1CCOCC1 (NMM), [N+](=[N-])=C (diazomethane). Run in O1CCOCC1 (dioxane). Product: N([C@@H](C(C)C)C(=O)N1[C@H](C(=O)N[C@@H](C(C)C)C(=O)N2[C@H](C(=O)CCl)CCC2)CCC1)C(=O)OCC1=CC=CC=C1 (Z-Val-Pro-Val-Pro-CH2—Cl). Reaction SMILES: [NH:1]([C:30]([O:32][CH2:33][C:34]1[CH:39]=[CH:38][CH:37]=[CH:36][CH:35]=1)=[O:31])[C@H:2]([C:6]([N:8]1[CH2:29][CH2:28][CH2:27][C@H:9]1[C:10]([NH:12][C@H:13]([C:17]([N:19]1[CH2:26][CH2:25][CH2:24][C@H:20]1[C:21](O)=[O:22])=[O:18])[CH:14]([CH3:16])[CH3:15])=[O:11])=[O:7])[CH:3]([CH3:5])[CH3:4].[CH3:40]N1CCOCC1.[N+](=C)=[N-].[ClH:50]>O1CCOCC1>[NH:1]([C:30]([O:32][CH2:33][C:34]1[CH:39]=[CH:38][CH:37]=[CH:36][CH:35]=1)=[O:31])[C@H:2]([C:6]([N:8]1[CH2:29][CH2:28][CH2:27][C@H:9]1[C:10]([NH:12][C@H:13]([C:17]([N:19]1[CH2:26][CH2:25][CH2:24][C@H:20]1[C:21]([CH2:40][Cl:50])=[O:22])=[O:18])[CH:14]([CH3:15])[CH3:16])=[O:11])=[O:7])[CH:3]([CH3:5])[CH3:4]. Procedure: 10 (1.1 g, 2.01 mmol) was treated as described for 13 using CAIBE (0.263 ml, 2.01 mmol), NMM (0.223 ml, 2.02 mmol), diazomethane (10 mmol in 13.3 ml ether) and 5 ml of HCl in dioxane (7.6M). Starting materials: ClCCl, CS(=O)(=O)c1nc(OC(F)F)cc(OC(F)F)n1, N. The product is Nc1nc(OC(F)F)cc(OC(F)F)n1. Reaction SMILES: [CH2:20]([Cl:21])[Cl:22].[F:1][CH:2]([O:3][c:4]1[n:5][c:6]([S:14]([CH3:15])(=[O:16])=[O:17])[n:7][c:8]([O:10][CH:11]([F:12])[F:13])[cH:9]1)[F:18].[NH3:19]>>[F:1][CH:2]([O:3][c:4]1[n:5][c:6]([NH2:19])[n:7][c:8]([O:10][CH:11]([F:12])[F:13])[cH:9]1)[F:18]. The reactants are C1CCOC1, CNC, O=c1n(-c2ccc(CCl)cc2)nc2n1CNc1ccccc1-2. The product is CN(C)Cc1ccc(-n2nc3n(c2=O)CNc2ccccc2-3)cc1, Cl. Reaction SMILES: [CH2:26]1[O:27][CH2:28][CH2:29][CH2:30]1.[CH3:23][NH:24][CH3:25].[Cl:1][CH2:2][c:3]1[cH:4][cH:5][c:6](-[n:9]2[n:10][c:11]3[n:12]([c:21]2=[O:22])[CH2:13][NH:14][c:15]2[cH:16][cH:17][cH:18][cH:19][c:20]2-3)[cH:7][cH:8]1>>[CH2:2]([c:3]1[cH:4][cH:5][c:6](-[n:9]2[n:10][c:11]3[n:12]([c:21]2=[O:22])[CH2:13][NH:14][c:15]2[cH:16][cH:17][cH:18][cH:19][c:20]2-3)[cH:7][cH:8]1)[N:24]([CH3:23])[CH3:25].[ClH:1]. Reactants: BrCCCCCCBr, O=C([O-])[O-], CCOC(=O)CCc1cc(C(=O)c2cccc(C(=O)OCC)c2)ccc1O, CCC(C)=O, [K+], [K+]. Product: CCOC(=O)CCc1cc(C(=O)c2cccc(C(=O)OCC)c2)ccc1OCCCCCCBr. RXN SMILES: [Br:28][CH2:29][CH2:30][CH2:31][CH2:32][CH2:33][CH2:34][Br:35].[C:36](=[O:37])([O-:38])[O-:39].[CH2:1]([CH3:2])[O:3][C:4]([CH2:5][CH2:6][c:7]1[c:8]([OH:26])[cH:9][cH:10][c:11]([C:13](=[O:14])[c:15]2[cH:16][c:17]([C:21](=[O:22])[O:23][CH2:24][CH3:25])[cH:18][cH:19][cH:20]2)[cH:12]1)=[O:27].[CH3:42][C:43](=[O:44])[CH2:45][CH3:46].[K+:40].[K+:41]>>[CH2:1]([CH3:2])[O:3][C:4]([CH2:5][CH2:6][c:7]1[c:8]([O:26][CH2:34][CH2:33][CH2:32][CH2:31][CH2:30][CH2:29][Br:28])[cH:9][cH:10][c:11]([C:13](=[O:14])[c:15]2[cH:16][c:17]([C:21](=[O:22])[O:23][CH2:24][CH3:25])[cH:18][cH:19][cH:20]2)[cH:12]1)=[O:27]. Starting materials: [OH-].[Na+] (NaOH), N(CC(=O)N[C@@H](C)C(=O)N1[C@H](C(=O)O)CCC1)C(=O)OCC1=CC=CC=C1.[N+](=O)([O-])C1=C(C=CC=C1)NCC(=O)O (Z-Gly-Ala-Pro 2-nitrophenylglycine), amide, OS(=O)[O-].[Na+] (NaHSO3). The solvent is CO (MeOH). Yields the product N(CC(=O)N[C@@H](C)C(=O)N1[C@H](C(=O)N)CCC1)C(=O)OCC1=CC=CC=C1 (Z-Gly-Ala-Pro-NH2). RXN SMILES: [NH:1]([C:18]([O:20][CH2:21][C:22]1[CH:27]=[CH:26][CH:25]=[CH:24][CH:23]=1)=[O:19])[CH2:2][C:3]([NH:5][C@H:6]([C:8]([N:10]1[CH2:17][CH2:16][CH2:15][C@H:11]1[C:12](O)=[O:13])=[O:9])[CH3:7])=[O:4].[N+:28](C1C=CC=CC=1NCC(O)=O)([O-])=O.OS([O-])=O.[Na+].[OH-].[Na+]>CO>[NH:1]([C:18]([O:20][CH2:21][C:22]1[CH:27]=[CH:26][CH:25]=[CH:24][CH:23]=1)=[O:19])[CH2:2][C:3]([NH:5][C@H:6]([C:8]([N:10]1[CH2:17][CH2:16][CH2:15][C@H:11]1[C:12]([NH2:28])=[O:13])=[O:9])[CH3:7])=[O:4] |f:0.1,2.3,4.5|. Reported procedure: Z-Gly-Ala-Pro-2-nitrophenylglycine (SEQ ID NO:13) amide (0.025 mmol) in MeOH (12.5 ml) was added to 80 mM NaHSO3 (12.5 ml) and pH was adjsuted to 9.5 with 5N NaOH. The reaction mixture was purged with N2 for 15 min and subsequently photolyzed under nitrogen cover at a distance of 20 cm from the SP 200 lamp through Pyrex. The photolysis was followed by extraction of samples at 0, 30, 60 and 120 min. Each sample was analyzed using HPLC system-5 and the results compared with those from the 0 min sa... Reactants: C(C)OC(C(C)P(=O)(OCC)OCC)=O (ethyl-2-(diethoxyphosphinyl)propionate). The solvent is Cl (hydrochloric acid). Yields the product P(=O)(O)(O)C(C(=O)O)C (2-phosphonopropionic acid). Reaction SMILES: C([O:3][C:4](=[O:15])[CH:5]([P:7]([O:12]CC)([O:9]CC)=[O:8])[CH3:6])C>Cl>[P:7]([CH:5]([CH3:6])[C:4]([OH:15])=[O:3])([OH:12])([OH:9])=[O:8]. Procedure: A mixture of ethyl-2-(diethoxyphosphinyl)propionate (15 g., 0.063 moles) in 6 N hydrochloric acid (150 ml.) is heated to reflux for 2.5 hours. After this time, the reaction vessel is fitted with a Dean-Stark trap and heated at reflux an additional thirty minutes. The reaction mixture is concentrated in vacuo to yield 2-phosphonopropionic acid (quantitative).